Dataset: the Open Reaction Database (ORD), a public repository of structured organic reaction records. Task: describe an organic reaction: reactants, conditions, products, and yield Procedure details: Preparation phenyl acetic acid salt of racemic ethyl 3-amino-5-(trimethylsilyl)-4-pentynoate. Racemic ethyl 3-amino-5-(trimethylsilyl)-4-pentynoate (67 g) was reacted with 39 g of phenylacetic acid. The product was filtered and washed with hexane and dried in a vacuum oven to give 100 g the desired racemic ethyl 3-amino-5-(trimethylsilyl)-4-pentynoate phenyl acetic acid salt. Reaction SMILES: [C:1]1([CH2:7][C:8]([OH:10])=[O:9])[CH:6]=[CH:5][CH:4]=[CH:3][CH:2]=1.[NH2:11][CH:12]([C:19]#[C:20][Si:21]([CH3:24])([CH3:23])[CH3:22])[CH2:13][C:14]([O:16][CH2:17][CH3:18])=[O:15]>>[C:1]1([CH2:7][C:8]([OH:10])=[O:9])[CH:6]=[CH:5][CH:4]=[CH:3][CH:2]=1.[NH2:11][CH:12]([C:19]#[C:20][Si:21]([CH3:24])([CH3:22])[CH3:23])[CH2:13][C:14]([O:16][CH2:17][CH3:18])=[O:15] |f:2.3|. The product is C1(=CC=CC=C1)CC(=O)O.NC(CC(=O)OCC)C#C[Si](C)(C)C (racemic ethyl 3-amino-5-(trimethylsilyl)-4-pentynoate phenyl acetic acid salt). The reactants are C1(=CC=CC=C1)CC(=O)O (phenyl acetic acid), NC(CC(=O)OCC)C#C[Si](C)(C)C (racemic ethyl 3-amino-5-(trimethylsilyl)-4-pentynoate), NC(CC(=O)OCC)C#C[Si](C)(C)C (Racemic ethyl 3-amino-5-(trimethylsilyl)-4-pentynoate), C1(=CC=CC=C1)CC(=O)O (phenylacetic acid). The reactants are C[Si](C)(C)CCOCCl, CCN(C(C)C)C(C)C, [Cl-], ClCCl, [NH4+], OC1(c2nccs2)CCC1. Yields the product C[Si](C)(C)CCOCOC1(c2nccs2)CCC1. As a reaction SMILES: [CH3:20][Si:21]([CH2:22][CH2:23][O:24][CH2:25][Cl:26])([CH3:27])[CH3:28].[CH:11]([N:12]([CH2:13][CH3:14])[CH:15]([CH3:16])[CH3:17])([CH3:18])[CH3:19].[Cl-:29].[Cl:31][CH2:32][Cl:33].[NH4+:30].[OH:1][C:2]1([c:6]2[s:7][cH:8][cH:9][n:10]2)[CH2:3][CH2:4][CH2:5]1>>[O:1]([C:2]1([c:6]2[s:7][cH:8][cH:9][n:10]2)[CH2:3][CH2:4][CH2:5]1)[CH2:25][O:24][CH2:23][CH2:22][Si:21]([CH3:20])([CH3:27])[CH3:28]. Reactants: N(N)C=1C=C(C=CC1)CC(=O)OCC (ethyl (3-hydrazinophenyl)acetate), FC(C(CC#N)=O)(F)F (4,4,4-trifluoro-3-oxo-butyronitrile). Run in CCO (EtOH). Yields the product NC1=CC(=NN1C=1C=C(C=CC1)CC(=O)OCC)C(F)(F)F (ethyl 2-(3-(5-amino-3-(trifluoromethyl)-1H-pyrazol-1-yl)phenyl)acetate). Yield: 57.0%. RXN SMILES: [NH:1]([C:3]1[CH:4]=[C:5]([CH2:9][C:10]([O:12][CH2:13][CH3:14])=[O:11])[CH:6]=[CH:7][CH:8]=1)[NH2:2].[F:15][C:16]([F:23])([F:22])[C:17](=O)[CH2:18][C:19]#[N:20]>CCO>[NH2:20][C:19]1[N:1]([C:3]2[CH:4]=[C:5]([CH2:9][C:10]([O:12][CH2:13][CH3:14])=[O:11])[CH:6]=[CH:7][CH:8]=2)[N:2]=[C:17]([C:16]([F:23])([F:22])[F:15])[CH:18]=1. Procedure: A mixture of ethyl (3-hydrazinophenyl)acetate (8.77 g, 0.028 mol, available from Example A5) and 4,4,4-trifluoro-3-oxo-butyronitrile (5.75 g, 0.042 mol) in EtOH (200 mL) was heated at reflux overnight. The mixture was concentrated and the residue purified by column chromatography to yield ethyl 2-(3-(5-amino-3-(trifluoromethyl)-1H-pyrazol-1-yl)phenyl)acetate (5 g, 57% yield) as a yellow oil. 1H NMR (300 MHz, DMSO-d6): 7.50-7.43 (m, 3H), 7.30-7.33 (m, 1H), 5.81 (s, 1H), 5.75 (s, 2H), 4.09 (q, J=7... The reactants are COC(=O)C=Cc1ccc2c(c1)C(=O)C1(CCN(C(=O)OC(C)(C)C)CC1)O2, [Na+], [OH-]. Product: CC(C)(C)OC(=O)N1CCC2(CC1)Oc1ccc(C=CC(=O)O)cc1C2=O. RXN SMILES: [CH3:1][O:2][C:3]([CH:4]=[CH:5][c:6]1[cH:7][cH:8][c:9]2[c:10]([cH:27]1)[C:11](=[O:26])[C:12]1([O:13]2)[CH2:14][CH2:15][N:16]([C:19](=[O:20])[O:21][C:22]([CH3:23])([CH3:24])[CH3:25])[CH2:17][CH2:18]1)=[O:28].[Na+:30].[OH-:29]>>[O:2]=[C:3]([CH:4]=[CH:5][c:6]1[cH:7][cH:8][c:9]2[c:10]([cH:27]1)[C:11](=[O:26])[C:12]1([O:13]2)[CH2:14][CH2:15][N:16]([C:19](=[O:20])[O:21][C:22]([CH3:23])([CH3:24])[CH3:25])[CH2:17][CH2:18]1)[OH:28]. Starting materials: C1CCOC1, CN(C)CCN(C)C, COc1ccc2c(c1)NC(=O)C2, [Li]CCCC, CI. Yields the product COc1ccc2c(c1)NC(=O)C2C. Reaction SMILES: [CH2:28]1[O:29][CH2:30][CH2:31][CH2:32]1.[CH3:13][N:14]([CH3:15])[CH2:16][CH2:17][N:18]([CH3:19])[CH3:20].[CH3:1][O:2][c:3]1[cH:4][cH:5][c:6]2[c:10]([cH:11]1)[NH:9][C:8](=[O:12])[CH2:7]2.[CH3:21][CH2:22][CH2:23][CH2:24][Li:25].[I:26][CH3:27]>>[CH3:1][O:2][c:3]1[cH:4][cH:5][c:6]2[c:10]([cH:11]1)[NH:9][C:8](=[O:12])[CH:7]2[CH3:13]. Reactants: C(C)(=O)C1=CC=C(C(C(=O)OC)=C1)O (5-acetylsalicylic acid, methyl ester), ClCC(=O)OC (chloroacetic acid, methyl ester), C([O-])([O-])=O.[K+].[K+] (potassium carbonate). Solvent: CN(C=O)C (N,N-dimethylformamide). Conditions: time 16 hour. The product is C(C)(=O)C=1C=CC(=C(C(=O)O)C1)OCC(=O)O (5-acetyl-2-(carboxymethoxy)benzoic acid). As a reaction SMILES: [C:1]([C:4]1[CH:13]=[C:8]([C:9]([O:11]C)=[O:10])[C:7]([OH:14])=[CH:6][CH:5]=1)(=[O:3])[CH3:2].Cl[CH2:16][C:17]([O:19]C)=[O:18].C(=O)([O-])[O-].[K+].[K+]>CN(C)C=O>[C:1]([C:4]1[CH:5]=[CH:6][C:7]([O:14][CH2:16][C:17]([OH:19])=[O:18])=[C:8]([CH:13]=1)[C:9]([OH:11])=[O:10])(=[O:3])[CH3:2] |f:2.3.4|. Procedure details: To 1.16 g of 5-acetylsalicylic acid, methyl ester in 10 mL of N,N-dimethylformamide is added 1 g of chloroacetic acid, methyl ester and 1.2 g of potassium carbonate. After stirring this mixture at ambient temperature for 16 hours the reaction is filtered, diluted with ethyl acetate, and washed once with water and twice with brine. The ethyl acetate is dried with magnesium sulfate, filtered, and evaporated to give 5-acetyl-2-(carboxymethoxy)benzoic acid as a crude product. Crystallization from me... Starting materials: Cl (hydrochloric acid), O1C(OCC1)C=1C=C(C(=NC1)C(=O)OC)C(=O)OC (5-(1,3-Dioxolan-2-yl)-2,3-pyridinedicarboxylic acid, dimethyl ester), [OH-].[K+] (potassium hydroxide). Isolated yield 108.7%. Reaction conditions: temperature 62 celsius. Procedure: 5-(1,3-Dioxolan-2-yl)-2,3-pyridinedicarboxylic acid, dimethyl ester (2.86 g, 0.011 mol) in methanol is added dropwise to a mixture of potassium hydroxide (1.26 g, 0.022 mol) and methanol. The reaction mixture is heated for 3 hours and 30 minutes at about 62° C., cooled to room temperature, acidified to pH 1 with concentrated hydrochloric acid, filtered through diatomaceous earth and the filtrate is concentrated in vacuo to yield the title compound as a pale yellow powder (2.86 g, 100%), identifi... As a reaction SMILES: [O:1]1[CH2:5][CH2:4][O:3][CH:2]1[C:6]1[CH:7]=[C:8]([C:16]([O:18]C)=[O:17])[C:9]([C:12]([O:14]C)=[O:13])=[N:10][CH:11]=1.[OH-].[K+].Cl>CO>[O:1]1[CH2:5][CH2:4][O:3][CH:2]1[C:6]1[CH:7]=[C:8]([C:16]([OH:18])=[O:17])[C:9]([C:12]([OH:14])=[O:13])=[N:10][CH:11]=1 |f:1.2|. Product: O1C(OCC1)C=1C=C(C(=NC1)C(=O)O)C(=O)O (5-(1,3-Dioxolan-2-yl)-2,3-pyridinedicarboxylic acid). Solvent: CO (methanol), CO (methanol).